Dataset: the Open Reaction Database (ORD), a public repository of structured organic reaction records. Task: describe an organic reaction: reactants, conditions, products, and yield Starting materials: ice, [N+](=O)([O-])C=1C(=NC(=CC1O)C(F)(F)F)O (3-Nitro-6-trifluoromethyl-pyridine-2,4-diol), ClCCl (dichloromethane). The solvent is C1(=CC=CC=C1)P(=O)(Cl)Cl (phenylphosphonic dichloride). Yields the product ClC1=C(C(=NC(=C1)C(F)(F)F)O)[N+](=O)[O-] (4-Chloro-3-nitro-6-trifluoromethyl-pyridin-2-ol). RXN SMILES: [N+:1]([C:4]1[C:5]([OH:15])=[N:6][C:7]([C:11]([F:14])([F:13])[F:12])=[CH:8][C:9]=1O)([O-:3])=[O:2].[Cl:16]CCl>C1(P(Cl)(Cl)=O)C=CC=CC=1>[Cl:16][C:9]1[CH:8]=[C:7]([C:11]([F:14])([F:13])[F:12])[N:6]=[C:5]([OH:15])[C:4]=1[N+:1]([O-:3])=[O:2]. Procedure details: 3-Nitro-6-trifluoromethyl-pyridine-2,4-diol (5.8 gm, 26 mmol) was heated in phenylphosphonic dichloride (30 mL) at 100° C. for 19 hours. The resulting mixure was then cooled and poured on to ice (60 gm), and then extracted with ethyl acetate (3×50 mL). The combined organic extracts were washed with aqueous sodium hydrogen carbonate solution (10% w/v) until the washings remained basic (pH ˜8). The deep yellow organic layer was then washed with saturated brine, dried over sodium sulphate, filtered... The reactants are solution, NN (hydrazine), CO (methanol), C(Cl)Cl (DCM), C(C1=CC=CC=C1)N1N=C(C=C1CCN1C(C2=CC=CC=C2C1=O)=O)C (2-[2-(2-benzyl-5-methyl-2H-pyrazol-3-yl)-ethyl]-isoindole-1,3-dione). Solvent: C(C)O (ethanol). Reaction conditions: temperature 90 celsius, time 16 hour. Yields the product C(C1=CC=CC=C1)N1N=C(C=C1CCN)C (2-(2-benzyl-5-methyl-2H-pyrazol-3-yl)-ethylamine). Isolated yield 79.7%. Reaction SMILES: [CH2:1]([N:8]1[C:12]([CH2:13][CH2:14][N:15]2C(=O)C3C(=CC=CC=3)C2=O)=[CH:11][C:10]([CH3:26])=[N:9]1)[C:2]1[CH:7]=[CH:6][CH:5]=[CH:4][CH:3]=1.NN.CO.C(Cl)Cl>C(O)C>[CH2:1]([N:8]1[C:12]([CH2:13][CH2:14][NH2:15])=[CH:11][C:10]([CH3:26])=[N:9]1)[C:2]1[CH:3]=[CH:4][CH:5]=[CH:6][CH:7]=1. Procedure: 2-[2-(2-benzyl-5-methyl-2H-pyrazol-3-yl)-ethyl]-isoindole-1,3-dione (80 mg, 0.233 mmol) was dissolved in ethanol (2 ml) followed by the addition of an 1M solution of hydrazine in methanol (0.34 ml, 0.34 mmol). The reaction mixture was stirred at 90° C. for 16 h, cooled to rt and DCM (3 ml) was added and the suspension was filtered. The filtrate was concentrated under reduced pressure to give 40 mg (80%) 2-(2-benzyl-5-methyl-2H-pyrazol-3-yl)-ethylamine. LC-MS: tR=0.58 min; [M+H]+=216.38.